From a dataset of the Open Reaction Database (ORD), a public repository of structured organic reaction records. describe an organic reaction: reactants, conditions, products, and yield Starting materials: C(C)OCC (diethyl ether), C(CC(O)(C(=O)O)CC(=O)O)(=O)O (citric acid), solution, C(C(C)C)[Mg]Br (isobutylmagnesium bromide), ClC=1C2=C(N=C(N1)CC1=CC=C(C=C1)Cl)OC(=N2)C2=CC(=C(C(=C2)C)OC)C (7-chloro-5-(4-chlorobenzyl)-2-(4-methoxy-3,5-dimethylphenyl)oxazolo[5,4-d]pyrimidine). The reagents and catalysts are C/C(=C/C(=O)C)/[O-].C/C(=C/C(=O)C)/[O-].C/C(=C/C(=O)C)/[O-].[Fe+3] (iron(III) acetylacetonate). Run in O1CCCC1 (tetrahydrofuran), O1CCCC1 (tetrahydrofuran). Conditions: time 15 minute. Product: crude product, ClC1=CC=C(CC=2N=C(C3=C(N2)OC(=N3)C3=CC(=C(C(=C3)C)OC)C)CC(C)C)C=C1 (5-(4-Chlorobenzyl)-7-isobutyl-2-(4-methoxy-3,5-dimethylphenyl)oxazolo[5,4-d]pyrimidine). Isolated yield 51.0%. As a reaction SMILES: [CH2:1]([Mg]Br)[CH:2]([CH3:4])[CH3:3].Cl[C:8]1[C:9]2[N:24]=[C:23]([C:25]3[CH:30]=[C:29]([CH3:31])[C:28]([O:32][CH3:33])=[C:27]([CH3:34])[CH:26]=3)[O:22][C:10]=2[N:11]=[C:12]([CH2:14][C:15]2[CH:20]=[CH:19][C:18]([Cl:21])=[CH:17][CH:16]=2)[N:13]=1.C(OCC)C.C(O)(=O)CC(CC(O)=O)(C(O)=O)O>O1CCCC1.C/C(/[O-])=C/C(C)=O.C/C(/[O-])=C/C(C)=O.C/C(/[O-])=C/C(C)=O.[Fe+3]>[Cl:21][C:18]1[CH:17]=[CH:16][C:15]([CH2:14][C:12]2[N:13]=[C:8]([CH2:1][CH:2]([CH3:4])[CH3:3])[C:9]3[N:24]=[C:23]([C:25]4[CH:26]=[C:27]([CH3:34])[C:28]([O:32][CH3:33])=[C:29]([CH3:31])[CH:30]=4)[O:22][C:10]=3[N:11]=2)=[CH:20][CH:19]=1 |f:5.6.7.8|. Reported procedure: Under argon and at 0° C., 2.0 ml of a 2.0 M solution of isobutylmagnesium bromide in tetrahydrofuran were slowly added dropwise to a degassed solution of 1.50 g of 7-chloro-5-(4-chlorobenzyl)-2-(4-methoxy-3,5-dimethylphenyl)oxazolo[5,4-d]pyrimidine and 65 mg of iron(III) acetylacetonate in 20 ml of dry tetrahydrofuran. After 15 min at 0° C., diethyl ether was added to the reaction mixture, and 10% strength aqueous citric acid solution was added with ice cooling. The phases were separated, and th... Starting materials: [Al+3], O=C(Cl)CN1C(=O)c2ccccc2C1=O, CN1C(=O)CCc2ccccc21, [Cl-], [Cl-], [Cl-], ClCCCl, O. Yields the product CN1C(=O)CCc2cc(C(=O)CN3C(=O)c4ccccc4C3=O)ccc21. Reaction SMILES: [Al+3:14].[C:17]1(=[O:31])[c:18]2[c:19]([cH:27][cH:28][cH:29][cH:30]2)[C:20](=[O:26])[N:21]1[CH2:22][C:23](=[O:24])[Cl:25].[CH3:1][N:2]1[C:3](=[O:12])[CH2:4][CH2:5][c:6]2[cH:7][cH:8][cH:9][cH:10][c:11]21.[Cl-:13].[Cl-:15].[Cl-:16].[Cl:33][CH2:34][CH2:35][Cl:36].[OH2:32]>>[CH3:1][N:2]1[C:3](=[O:12])[CH2:4][CH2:5][c:6]2[cH:7][c:8]([C:23]([CH2:22][N:21]3[C:17](=[O:31])[c:18]4[c:19]([cH:27][cH:28][cH:29][cH:30]4)[C:20]3=[O:26])=[O:24])[cH:9][cH:10][c:11]21. The reactants are BrBr (bromine), Cl.COC(CN)=O (glycine methyl ester hydrochloride), C=C1CC(=O)O1 (Diketene), COC(CN)=O (glycine methyl ester). The solvent is C(Cl)Cl (methylene chloride), C(Cl)Cl (methylene chloride), C(Cl)Cl (methylene chloride). Reaction conditions: temperature -30 celsius, time 10 minute. Yields the product BrCC(CC(=O)NCC(=O)OC)O (Methyl 2-(4-bromo-3-hydroxybutanamido)acetate). As a reaction SMILES: [CH2:1]=[C:2]1[O:6][C:4](=[O:5])[CH2:3]1.[Br:7]Br.[CH3:9][O:10][C:11](=[O:14])[CH2:12][NH2:13].Cl.COC(=O)CN>C(Cl)Cl>[Br:7][CH2:1][CH:2]([OH:6])[CH2:3][C:4]([NH:13][CH2:12][C:11]([O:10][CH3:9])=[O:14])=[O:5] |f:3.4|. Procedure details: 0.76 ml Diketene is dissolved in 3.5 ml methylene chloride. The solution is cooled to -30° C. and a solution of 0.5 ml bromine in 3.5 ml methylene chloride is added slowly dropwise, after which stirring is continued at -30° C. for 10 mins. This solution is added quickly dropwise to a solution of glycine methyl ester prepared by suspending 1.25 g glycine methyl ester hydrochloride in 20 ml methylene chloride containing 2.8 ml triethylamine, stirring for 30 min and cooling to -30° C. The temperatu... Starting materials: OC[C@H]1C[C@@H](CO1)SC(C)=O (Ethanethioic acid trans-(±)-S-[tetrahydro-5-(hydroxymethyl)-3-furanyl]ester), ClC(C(=O)N=C=O)(Cl)Cl (trichloroacetyl isocyanate), C(C)(=O)O (acetic acid), [F-].C(CCC)[N+](CCCC)(CCCC)CCCC (tetrabutylammonium fluoride). The solvent is C(Cl)Cl (methylene chloride), O1CCCC1 (tetrahydrofuran), O (water). Run at time 8 hour. Yields the product NC(=O)OC[C@H]1C[C@@H](CO1)SC(C)=O (Ethanethioic acid trans-(±)-S-[5-[[(aminocarbonyl)oxy]methyl]tetrahydro-3-furanyl]ester). RXN SMILES: [OH:1][CH2:2][C@@H:3]1[O:7][CH2:6][C@@H:5]([S:8][C:9](=[O:11])[CH3:10])[CH2:4]1.ClC(Cl)(Cl)[C:14]([N:16]=C=O)=[O:15].C(O)(=O)C.[F-].C([N+](CCCC)(CCCC)CCCC)CCC>C(Cl)Cl.O1CCCC1.O>[NH2:16][C:14]([O:1][CH2:2][C@@H:3]1[O:7][CH2:6][C@@H:5]([S:8][C:9](=[O:11])[CH3:10])[CH2:4]1)=[O:15] |f:3.4|. Procedure details: To a -20° C. solution, under argon, of 0.406 g of product from Example 6 in 30 ml of methylene chloride is added 0.3 ml of trichloroacetyl isocyanate. The reaction is followed by thin layer chromatography (tlc). When reaction is complete, 1.16 ml of acetic acid, 0.54 ml of water and 9.84 ml of 1M tetrabutylammonium fluoride in tetrahydrofuran is added. The mixture is stirred at room temperature overnight followed by concentration in vacuo. The residue is purified by chromatography (Silica Gel: 5... Starting materials: ClCCl, [H][H], CC1(C)CCC(C)(C)c2cc([N+](=O)[O-])ccc21. The product is CC1(C)CCC(C)(C)c2cc(N)ccc21. Reaction SMILES: [Cl:20][CH2:21][Cl:22].[H:18][H:19].[N+:1]([O-:2])(=[O:3])[c:4]1[cH:5][c:6]2[c:11]([cH:12][cH:13]1)[C:10]([CH3:14])([CH3:15])[CH2:9][CH2:8][C:7]2([CH3:16])[CH3:17]>>[NH2:1][c:4]1[cH:5][c:6]2[c:11]([cH:12][cH:13]1)[C:10]([CH3:14])([CH3:15])[CH2:9][CH2:8][C:7]2([CH3:16])[CH3:17]. The reactants are C(#N)C1C=2C=CC(=CC2CCC1)NS(=O)(=O)C1=CC=CC=C1 (N-(5-Cyano-5,6,7,8-tetrahydro-naphthalen-2-yl)-benzenesulfonamide). Run in O1CCCC1 (tetrahydrofuran). Product: NCC1C=2C=CC(=CC2CCC1)NS(=O)(=O)C1=CC=CC=C1 (N-(5-aminomethyl-5,6,7,8-tetrahydro-naphthalen-2-yl)-benzenesulfonamide). Yield: 57.1%. RXN SMILES: [C:1]([CH:3]1[CH2:12][CH2:11][CH2:10][C:9]2[CH:8]=[C:7]([NH:13][S:14]([C:17]3[CH:22]=[CH:21][CH:20]=[CH:19][CH:18]=3)(=[O:16])=[O:15])[CH:6]=[CH:5][C:4]1=2)#[N:2]>O1CCCC1>[NH2:2][CH2:1][CH:3]1[CH2:12][CH2:11][CH2:10][C:9]2[CH:8]=[C:7]([NH:13][S:14]([C:17]3[CH:18]=[CH:19][CH:20]=[CH:21][CH:22]=3)(=[O:16])=[O:15])[CH:6]=[CH:5][C:4]1=2. Procedure: N-(5-Cyano-5,6,7,8-tetrahydro-naphthalen-2-yl)-benzenesulfonamide(4.85 g, 15.5 mmol) was dissolved in 100 mL of dry tetrahydrofuran (THF), and the mixture was stirred while cooling in an ice bath. Borane-THF complex (40 mL, 1.0M) was added to the cold, stirring solution, and the reaction mixture was stirred under nitrogen for 15 hours at room temperature. The reaction mixture was quenched by addition of 20 mL of 20% HCl and 60 mL of methanol. The solvents were removed under reduced pressure, and...